Dataset: the Open Reaction Database (ORD), a public repository of structured organic reaction records. Task: describe an organic reaction: reactants, conditions, products, and yield The reactants are CCn1cc(C#N)c2ccc(C(F)(F)F)cc21, C1CCOC1, CC(C)[N-]C(C)C, ClC(Cl)(Cl)C(Cl)(Cl)Cl, [Li+]. Product: CCn1c(Cl)c(C#N)c2ccc(C(F)(F)F)cc21. RXN SMILES: [CH2:1]([CH3:2])[n:3]1[cH:4][c:5]([C:16]#[N:17])[c:6]2[cH:7][cH:8][c:9]([C:12]([F:13])([F:14])[F:15])[cH:10][c:11]12.[CH2:34]1[O:35][CH2:36][CH2:37][CH2:38]1.[CH3:19][CH:20]([N-:21][CH:22]([CH3:23])[CH3:24])[CH3:25].[Cl:26][C:27]([C:28]([Cl:29])([Cl:30])[Cl:31])([Cl:32])[Cl:33].[Li+:18]>>[CH2:1]([CH3:2])[n:3]1[c:4]([Cl:26])[c:5]([C:16]#[N:17])[c:6]2[cH:7][cH:8][c:9]([C:12]([F:13])([F:14])[F:15])[cH:10][c:11]12. Reactants: COC(C(CC1=CC(=C(C(=C1)Br)O)Br)NC(=O)OC(C)(C)C)=O (Methyl-2-tert-butoxycarbonylamino-3-(3,5-dibromo-4-hydroxyphenyl)propionate), ClCC1=CC=NC=C1 (4-chloromethylpyridine). The product is C(C)[NH+](CC)CC.NC(C(=O)[O-])CC1=CC(=C(C(=C1)Br)OCC1=CC=NC=C1)Br (2-amino-3-[3,5-dibromo-4-(pyridin-4-ylmethoxy)phenyl]propionate triethylammonium). Yield: 13.0%. Reaction SMILES: C[O:2][C:3](=[O:23])[CH:4]([NH:15]C(OC(C)(C)C)=O)[CH2:5][C:6]1[CH:11]=[C:10]([Br:12])[C:9]([OH:13])=[C:8]([Br:14])[CH:7]=1.Cl[CH2:25][C:26]1[CH:31]=[CH:30][N:29]=[CH:28][CH:27]=1>>[CH2:3]([NH+:29]([CH2:28][CH3:27])[CH2:30][CH3:31])[CH3:4].[NH2:15][CH:4]([CH2:5][C:6]1[CH:7]=[C:8]([Br:14])[C:9]([O:13][CH2:25][C:26]2[CH:31]=[CH:30][N:29]=[CH:28][CH:27]=2)=[C:10]([Br:12])[CH:11]=1)[C:3]([O-:2])=[O:23] |f:2.3|. Procedure: Methyl-2-tert-butoxycarbonylamino-3-(3,5-dibromo-4-hydroxyphenyl)propionate (0.035 mmol) was coupled with 4-chloromethylpyridine and hydrolyzed using the method described in “General procedure for the preparation of Examples 8-22”. This gave 13% yield of 2-amino-3-[3,5-dibromo-4-(pyridin-4-ylmethoxy)phenyl]propionate triethylammonium. LC/MS (electrospray): m/z 429 (M−1). The reactants are C(C1=CC=NC=C1)(=O)N (isonicotinamide), NC1C(C2=CC=CC=C2CC1)=O (2-amino-1-tetralone), amide. Run in P(=O)(Cl)(Cl)Cl (phosphorus oxychloride). Product: N1=CC=C(C=C1)C=1OC2=C(N1)CCC1=CC=CC=C12 (2-(4-pyridyl)-4.5-dihydro-naphtho[2,1-d]-1,3-oxazole). The yield is 72.0%. RXN SMILES: [C:1]([NH2:9])(=[O:8])[C:2]1[CH:7]=[CH:6][N:5]=[CH:4][CH:3]=1.N[CH:11]1[CH2:20][CH2:19][C:18]2[C:13](=[CH:14][CH:15]=[CH:16][CH:17]=2)[C:12]1=O>P(Cl)(Cl)(Cl)=O>[N:5]1[CH:6]=[CH:7][C:2]([C:1]2[O:8][C:12]3[C:13]4[C:18](=[CH:17][CH:16]=[CH:15][CH:14]=4)[CH2:19][CH2:20][C:11]=3[N:9]=2)=[CH:3][CH:4]=1. Reported procedure: The isonicotinamide of 2-amino-1-tetralone (1.14 g, 0.00429 mole) was placed in 12 ml of phosphorus oxychloride (phosphoryl chloride) and refluxed for 19 hours. The amide dissolved during this period of time. The excess reagent was removed under vacuum. The residue was treated with 12 ml of ethanol and 5 ml of water. The mixture was made basic with 10% KOH. On cooling, the product precipitated and was filtered to give 0.77 g (72% yield) of the oxazole, mp 129°-130° C. 1H NMR(δ, CDCl3): 3.10, 4H,... Starting materials: C(C)(C)(C)OC(C[C@@H](C(O)C=1OC=C(N1)C1=C(C=CC=C1Cl)Cl)NC(CN(CC1=CC=CC=C1)C([C@H](C(C)C)NC(C1=CC=CC=C1)=O)=O)=O)=O (3(S)-(2-((2(S)-Benzoylamino-3-methylbutyryl)benzylamino)acetylamino)-4-(4-(2,6-dichlorophenyl)-oxazol-2-yl)-4-hydroxybutyric Acid tert-Butyl Ester). The solvent is C(Cl)Cl (CH2Cl2), C(Cl)Cl (CH2Cl2). Run at time 1 hour. Yields the product C(C)(C)(C)OC(C[C@@H](C(=O)C=1OC=C(N1)C1=C(C=CC=C1Cl)Cl)NC(CN(CC1=CC=CC=C1)C([C@H](C(C)C)NC(C1=CC=CC=C1)=O)=O)=O)=O (3(S)-(2-((2(S)-Benzoylamino-3-methylbutyryl)benzylamino)acetylamino)-4-(4-(2,6-dichlorophenyl)-oxazol-2-yl)-4-oxobutyric Acid tert-Butyl Ester). Isolated yield 50.3%. RXN SMILES: [C:1]([O:5][C:6](=[O:51])[CH2:7][C@H:8]([NH:24][C:25](=[O:50])[CH2:26][N:27]([C:35](=[O:49])[C@@H:36]([NH:40][C:41](=[O:48])[C:42]1[CH:47]=[CH:46][CH:45]=[CH:44][CH:43]=1)[CH:37]([CH3:39])[CH3:38])[CH2:28][C:29]1[CH:34]=[CH:33][CH:32]=[CH:31][CH:30]=1)[CH:9]([C:11]1[O:12][CH:13]=[C:14]([C:16]2[C:21]([Cl:22])=[CH:20][CH:19]=[CH:18][C:17]=2[Cl:23])[N:15]=1)[OH:10])([CH3:4])([CH3:3])[CH3:2]>C(Cl)Cl>[C:1]([O:5][C:6](=[O:51])[CH2:7][C@H:8]([NH:24][C:25](=[O:50])[CH2:26][N:27]([C:35](=[O:49])[C@@H:36]([NH:40][C:41](=[O:48])[C:42]1[CH:47]=[CH:46][CH:45]=[CH:44][CH:43]=1)[CH:37]([CH3:39])[CH3:38])[CH2:28][C:29]1[CH:30]=[CH:31][CH:32]=[CH:33][CH:34]=1)[C:9]([C:11]1[O:12][CH:13]=[C:14]([C:16]2[C:17]([Cl:23])=[CH:18][CH:19]=[CH:20][C:21]=2[Cl:22])[N:15]=1)=[O:10])([CH3:3])([CH3:4])[CH3:2]. Procedure: To a suspension of Dessmarten (259 mg, 0.61 mmol) in CH2Cl2 (4.0 mL) was added dropwise a solution of compound 708 (150 mg, 0.20 mmol) in CH2Cl2 (2.0 mL). After stirring at rt for 1 hr. the reaction was concentrated in vacuo. The residue was dissolved into EtOAc and washed with 1:1 sat. aq. Na2S2O3 :sat. aq. NaHCO3, sat. aq. NaHCO3, brine, dried over MgSO4, filtered and concentrated in vacuo. Chromatography on silica gel (elution with 2-5% MeOH:CH2 Cl2) provided 74 mg of compound 709. ##STR88##